Dataset: the Open Reaction Database (ORD), a public repository of structured organic reaction records. Task: describe an organic reaction: reactants, conditions, products, and yield Reactants: C(C)C1(OCCCO1)C1=CC(=NC=C1)OC (4-(2-ethyl-[1,3]dioxan-2-yl)-2-methoxy-pyridine), BrC1=C(C=C(C=C1C)C)C (2-bromomesitylene), C(CCC)[Li] (n-butyllithium), CCCCCC (hexane), CN(C)C=O (DMF). Run in C1CCOC1 (THF), C1CCOC1 (THF). Conditions: temperature 0 celsius, time 15 minute. Yields the product C(C)C1(OCCCO1)C1=C(C(=NC=C1)OC)C=O (4-(2-ethyl-[1,3]dioxan-2-yl)-2-methoxy-pyridine-3-carbaldehyde). The yield is 67.9%. Reaction SMILES: BrC1C(C)=CC(C)=CC=1C.C([Li])CCC.CCCCCC.[CH2:22]([C:24]1([C:30]2[CH:35]=[CH:34][N:33]=[C:32]([O:36][CH3:37])[CH:31]=2)[O:29][CH2:28][CH2:27][CH2:26][O:25]1)[CH3:23].CN([CH:41]=[O:42])C>C1COCC1>[CH2:22]([C:24]1([C:30]2[CH:35]=[CH:34][N:33]=[C:32]([O:36][CH3:37])[C:31]=2[CH:41]=[O:42])[O:29][CH2:28][CH2:27][CH2:26][O:25]1)[CH3:23]. Procedure details: A stirred solution of 6.87 mL 2-bromomesitylene (44.78 mmol, 2.0 eq) in 44 mL THF was cooled to −45° C. 35.8 mL n-butyllithium in hexane (2.5 M, 89.56 mmol, 4.0 eq) were added within 20 min. The resulting white suspension was then allowed to warm to 0° C. within 2.5 h. At −10° C. the reaction mixture became a clear solution. Stirring was continued for an additional hour at 0° C. The solution was cooled to −10° C. and a solution of 5.00 g 4-(2-ethyl-[1,3]dioxan-2-yl)-2-methoxy-pyridine (22.39 mmo...